This data is from the Open Reaction Database (ORD), a public repository of structured organic reaction records. The task is: describe an organic reaction: reactants, conditions, products, and yield Starting materials: [BH4-], CO, Cc1cccc(C(C)C)c1C=O, [Na+]. Product: Cc1cccc(C(C)C)c1CO. As a reaction SMILES: [BH4-:13].[CH3:15][OH:16].[CH:1]([CH3:2])([CH3:3])[c:4]1[c:5]([CH:6]=[O:7])[c:8]([CH3:12])[cH:9][cH:10][cH:11]1.[Na+:14]>>[CH:1]([CH3:2])([CH3:3])[c:4]1[c:5]([CH2:6][OH:7])[c:8]([CH3:12])[cH:9][cH:10][cH:11]1. The reactants are CC(C)=O, Cc1ccc(N=C=S)c(C)c1, NCCO. The product is Cc1ccc(NC(=S)NCCO)c(C)c1. Reaction SMILES: [CH3:16][C:17](=[O:18])[CH3:19].[CH3:1][c:2]1[c:3]([N:9]=[C:10]=[S:11])[cH:4][cH:5][c:6]([CH3:8])[cH:7]1.[NH2:12][CH2:13][CH2:14][OH:15]>>[CH3:1][c:2]1[c:3]([NH:9][C:10](=[S:11])[NH:12][CH2:13][CH2:14][OH:15])[cH:4][cH:5][c:6]([CH3:8])[cH:7]1. The reactants are CNS(=O)(=O)CC=1C=CC2=C(C1)C(=CN2)CCN(C)C.[O-]C(=O)CCCCCCCCC (Sumatriptan caprate), C([C@@H]1[C@@H]2[C@@H]([C@H]([C@H](O1)O[C@@H]3[C@H](O[C@@H]([C@@H]([C@H]3O)O)O[C@@H]4[C@H](O[C@@H]([C@@H]([C@H]4O)O)O[C@@H]5[C@H](OC([C@@H]([C@H]5O)O)OC6[C@H](OC([C@@H]([C@H]6O)O)C7[C@H](OC([C@@H]([C@H]7O)O)O[C@@H]8[C@H](O[C@@H]([C@@H]([C@H]8O)O)O[C@@H]9[C@H](O[C@H](O2)[C@@H]([C@H]9O)O)CO)CO)CO)CO)CO)CO)CO)O)O)O (gamma-cyclodextrin), C([C@@H]1[C@@H]2[C@@H]([C@H]([C@H](O1)O[C@@H]3[C@H](O[C@@H]([C@@H]([C@H]3O)O)O[C@@H]4[C@H](O[C@@H]([C@@H]([C@H]4O)O)O[C@@H]5[C@H](OC([C@@H]([C@H]5O)O)OC6[C@H](OC([C@@H]([C@H]6O)O)C7[C@H](OC([C@@H]([C@H]7O)O)O[C@@H]8[C@H](O[C@@H]([C@@H]([C@H]8O)O)O[C@@H]9[C@H](O[C@H](O2)[C@@H]([C@H]9O)O)CO)CO)CO)CO)CO)CO)CO)O)O)O (gamma-cyclodextrin), CNS(=O)(=O)CC=1C=CC2=C(C1)C(=CN2)CCN(C)C.[O-]C(=O)CCCCCCCCC (Sumatriptan caprate). Run in O (Water). Run at time 30 minute. Product: CNS(=O)(=O)CC=1C=CC2=C(C1)C(=CN2)CCN(C)C (sumatriptan). Reaction SMILES: [CH3:1][NH:2][S:3]([CH2:6][C:7]1[CH:8]=[CH:9][C:10]2[NH:15][CH:14]=[C:13]([CH2:16][CH2:17][N:18]([CH3:20])[CH3:19])[C:11]=2[CH:12]=1)(=[O:5])=[O:4].[O-]C(CCCCCCCCC)=O.C(O)[C@H]1O[C@@H]2O[C@H]3[C@H](O)[C@@H](O)[C@@H](O[C@H]4[C@H](O)[C@@H](O)[C@@H](O[C@H]5[C@H](O)[C@@H](O)C(OC6[C@H](O)[C@@H](O)C(C7[C@H](O)[C@@H](O)C(O[C@H]8[C@H](O)[C@@H](O)[C@@H](O[C@H]9[C@H](O)[C@@H](O)[C@@H](O[C@H]1[C@H](O)[C@H]2O)O[C@@H]9CO)O[C@@H]8CO)O[C@@H]7CO)O[C@@H]6CO)O[C@@H]5CO)O[C@@H]4CO)O[C@@H]3CO>O>[CH3:1][NH:2][S:3]([CH2:6][C:7]1[CH:8]=[CH:9][C:10]2[NH:15][CH:14]=[C:13]([CH2:16][CH2:17][N:18]([CH3:20])[CH3:19])[C:11]=2[CH:12]=1)(=[O:5])=[O:4] |f:0.1|. Procedure: Sumatriptan caprate and gamma-cyclodextrin was complexed by the kneading method. Sumatriptan caprate (1.325 g) and gamma-cyclodextrin (3.675 g) were blended together. Water (6 mL) was added and the mixture ground together in a mortar with a pestle to form a uniform paste. Grinding was continued for 30 minutes. The paste was then dried in a vacuum oven (40° C.; 0 bar) for 48 hours. The solid mass was broken up, passed through a 60 mesh screen and returned to the vacuum oven (40° C.; 0 bar) for 12... The reactants are C(C)OC(=O)C1=C(C2=C([C@@H]3CCCN3C2=O)N=C1CC1=CSC=C1)C1=CC=C(C(=O)O)C=C1 (4-[(9aS)-3-(ethoxycarbonyl)-5-oxo-2-(3-thienylmethyl)-7,8,9,9a-tetrahydro-5H-pyrido[2,3-α]pyrrolizin-4-yl]benzoic acid), CCN=C=NCCCN(C)C (EDCI), C=1C=CC2=C(C1)N=NN2O (HOBT), C1=COC(=C1)CN (2-furfurylamine). Run in C(Cl)Cl (DCM), CCOCC (Et2O). Run at time 3 hour. The product is O1C(=CC=C1)CNC(=O)C1=CC=C(C=C1)C1=C(C(=NC2=C1C(N1CCC[C@@H]21)=O)CC2=CSC=C2)C(=O)OCC (Ethyl (9aS)-4-(4-{[(2-furylmethyl)amino]carbonyl}phenyl)-5-oxo-2-(3-thienylmethyl)-7,8,9,9a-tetrahydro-5H-pyrido[2,3-α]pyrrolizine-3-carboxylate). The yield is 67.7%. RXN SMILES: [CH2:1]([O:3][C:4]([C:6]1[C:18]([CH2:19][C:20]2[CH:24]=[CH:23][S:22][CH:21]=2)=[N:17][C:9]2[C@H:10]3[N:14]([C:15](=[O:16])[C:8]=2[C:7]=1[C:25]1[CH:33]=[CH:32][C:28]([C:29](O)=[O:30])=[CH:27][CH:26]=1)[CH2:13][CH2:12][CH2:11]3)=[O:5])[CH3:2].CCN=C=NCCCN(C)C.C1C=CC2N(O)N=NC=2C=1.[CH:55]1[CH:59]=[C:58]([CH2:60][NH2:61])[O:57][CH:56]=1>C(Cl)Cl.CCOCC>[O:57]1[CH:56]=[CH:55][CH:59]=[C:58]1[CH2:60][NH:61][C:29]([C:28]1[CH:32]=[CH:33][C:25]([C:7]2[C:8]3[C:15](=[O:16])[N:14]4[C@H:10]([C:9]=3[N:17]=[C:18]([CH2:19][C:20]3[CH:24]=[CH:23][S:22][CH:21]=3)[C:6]=2[C:4]([O:3][CH2:1][CH3:2])=[O:5])[CH2:11][CH2:12][CH2:13]4)=[CH:26][CH:27]=1)=[O:30]. Reported procedure: A stirred solution of 28 mg (0.060 mmol) of 4-[(9aS)-3-(ethoxycarbonyl)-5-oxo-2-(3-thienylmethyl)-7,8,9,9a-tetrahydro-5H-pyrido[2,3-α]pyrrolizin-4-yl]benzoic acid, 14 mg (1.2 equiv, 0.072 mmol) of EDCI and 10 mg (1.2 equiv., 0.072 mmol) of HOBT in 1 mL of DCM was treated with 13 mg (2.2 equiv., 0.133 mmol) of 2-furfurylamine. The resulting solution was stirred at room temperature for 3 h. The reaction mixture was then poured into Et2O (10 mL) and extracted with H2O (1×10 mL) and NaHCO3 (1×10 mL)... Starting materials: C1(=CC=CC=C1)O (phenol), S(O)(O)(=O)=O (sulfuric acid). Conditions: time 5 hour. Yields the product C1=CC=C(C=C1)O.OS(=O)[O-] (phenol sulfonic acid). Reaction SMILES: [C:1]1([OH:7])[CH:6]=[CH:5][CH:4]=[CH:3][CH:2]=1.[S:8](=O)(=[O:11])([OH:10])[OH:9]>>[CH:4]1[CH:5]=[CH:6][C:1]([OH:7])=[CH:2][CH:3]=1.[OH:10][S:8]([O-:11])=[O:9] |f:2.3|. Procedure details: 188 g (2.0 moles) of phenol (J. T. Baker, Phillipsburg, N.J.) was added to 208 g (2.1 moles) of 96-98% sulfuric acid, and the mass held at 100°-105° C. for 5 hours, which produced an orange/red sulfonation mass of phenol sulfonic acid. 800 cc of water was added to the mass, followed by 539 g of 30% sodium hydroxide to produce an aqueous phenol sulfonate salt having a pH of 10. Then 4.0 g sodium dodecylbenzene sulfonate surfactant was added, followed by 1.0 liter of mixed xylenes, and the mass wa... Starting materials: O=C(O)C1CC=CCC1, Cn1c(N)nc2ccccc21. Reagents/catalysts: C1CCC(CC1)N=C=NC2CCCCC2 (DCC), C1=CC2=C(N=C1)N(N=N2)O (HOAt). Run in CN(C)C=O (DMF), CN(C)C=O (DMF), CN(C)C=O (DMF), CN(C)C=O (DMF), CN(C)C=O (DMF), CN(C)C=O (DMF). Run at temperature 25 celsius, time 2 hour. Product: Cn1c(NC(=O)C2CC=CCC2)nc2ccccc21. Yield: 62.7%. Reaction SMILES: Cn1c(N)nc2ccccc21.O=C(O)C1CC=CCC1.C1CCC(CC1)N=C=NC2CCCCC2.C1=CC2=C(N=C1)N(N=N2)O.CN(C)C=O>>Cn1c(NC(=O)C2CC=CCC2)nc2ccccc21. Starting materials: ClC1=C(C=CC=C1)CNC1CCN(CC1)C(=O)OC(C)(C)C (tert-butyl 4-((2-chlorophenyl)methyl)amino-piperidine carboxylate), C(C)(C)N(CC)C(C)C (diisopropylethylamine), O (water), COC1=CC=C(C=C1)CC(=O)Cl (4-methoxyphenylacetyl chloride). Solvent: ClCCl (dichloromethane). Run at time 18 hour. Product: ClC1=C(C=CC=C1)CN(C(CC1=CC=C(C=C1)OC)=O)C1CCN(CC1)C(=O)OC(C)(C)C (N-((2-chlorophenyl)methyl)-N-(1-(tert-butyloxycarbonyl)piperidin-4-yl)-4-methoxyphenylacetamide). RXN SMILES: [Cl:1][C:2]1[CH:7]=[CH:6][CH:5]=[CH:4][C:3]=1[CH2:8][NH:9][CH:10]1[CH2:15][CH2:14][N:13]([C:16]([O:18][C:19]([CH3:22])([CH3:21])[CH3:20])=[O:17])[CH2:12][CH2:11]1.C(N(C(C)C)CC)(C)C.[CH3:32][O:33][C:34]1[CH:39]=[CH:38][C:37]([CH2:40][C:41](Cl)=[O:42])=[CH:36][CH:35]=1.O>ClCCl>[Cl:1][C:2]1[CH:7]=[CH:6][CH:5]=[CH:4][C:3]=1[CH2:8][N:9]([CH:10]1[CH2:15][CH2:14][N:13]([C:16]([O:18][C:19]([CH3:22])([CH3:21])[CH3:20])=[O:17])[CH2:12][CH2:11]1)[C:41](=[O:42])[CH2:40][C:37]1[CH:38]=[CH:39][C:34]([O:33][CH3:32])=[CH:35][CH:36]=1. Procedure: To a solution of commercially available tert-butyl 4-oxo-1-piperidine carboxylate (400 mg, 2 mmol) in methanol (1 ml) and 2-chlorobenzylamine (0.121 ml, 1 mmol) in methanol (1 ml) was added acetic acid in methanol (1 M, 1.34 ml) followed by NaCNBH3 in methanol (0.3 M, 4.4 ml). The resulting solution was stirred at room temperature. After 24 h, water (2 ml) was added, and the mixture was stirred for 1 h before it was concentrated. The resulting oil was redissolved in diethyl ether (20 ml), extrac...